Dataset: the Open Reaction Database (ORD), a public repository of structured organic reaction records. Task: describe an organic reaction: reactants, conditions, products, and yield RXN SMILES: [CH3:10][c:11]1[n:12][c:13]2[cH:14][cH:15][c:16]([F:27])[c:17]([N:21]3[CH2:22][CH2:23][NH:24][CH2:25][CH2:26]3)[c:18]2[cH:19][cH:20]1.[CH3:28][S:29]([O:30][CH2:33][CH2:34][c:35]1[cH:36][c:37]([N+:41](=[O:42])[O-:43])[cH:38][cH:39][cH:40]1)(=[O:31])=[O:32].[CH3:44][N:45]([CH3:46])[CH:47]=[O:48].[CH:1]([N:2]([CH2:3][CH3:4])[CH:5]([CH3:6])[CH3:7])([CH3:8])[CH3:9]>>[CH3:10][c:11]1[n:12][c:13]2[cH:14][cH:15][c:16]([F:27])[c:17]([N:21]3[CH2:22][CH2:23][N:24]([CH2:33][CH2:34][c:35]4[cH:36][c:37]([N+:41](=[O:42])[O-:43])[cH:38][cH:39][cH:40]4)[CH2:25][CH2:26]3)[c:18]2[cH:19][cH:20]1. Reactants: Cc1ccc2c(N3CCNCC3)c(F)ccc2n1, CS(=O)(=O)OCCc1cccc([N+](=O)[O-])c1, CN(C)C=O, CCN(C(C)C)C(C)C. Product: Cc1ccc2c(N3CCN(CCc4cccc([N+](=O)[O-])c4)CC3)c(F)ccc2n1. The reactants are O=C(COCc1ccccc1)COCc1ccccc1, CCCC[N+](CCCC)(CCCC)CCCC, CCCC[N+](CCCC)(CCCC)CCCC, C1CCOC1, Cc1ccccc1, [F-], [F-], C[Si](C)(C)C(F)(F)F, O, O, O. The product is OC(COCc1ccccc1)(COCc1ccccc1)C(F)(F)F. Reaction SMILES: [CH2:22]([c:23]1[cH:24][cH:25][cH:26][cH:27][cH:28]1)[O:29][CH2:30][C:31]([CH2:32][O:33][CH2:34][c:35]1[cH:36][cH:37][cH:38][cH:39][cH:40]1)=[O:41].[CH2:51]([N+:52]([CH2:53][CH2:54][CH2:55][CH3:56])([CH2:57][CH2:58][CH2:59][CH3:60])[CH2:61][CH2:62][CH2:63][CH3:64])[CH2:65][CH2:66][CH3:67].[CH2:5]([N+:6]([CH2:7][CH2:8][CH2:9][CH3:10])([CH2:11][CH2:12][CH2:13][CH3:14])[CH2:15][CH2:16][CH2:17][CH3:18])[CH2:19][CH2:20][CH3:21].[CH2:68]1[O:69][CH2:70][CH2:71][CH2:72]1.[CH3:73][c:74]1[cH:75][cH:76][cH:77][cH:78][cH:79]1.[F-:4].[F-:50].[F:42][C:43]([F:44])([F:45])[Si:46]([CH3:47])([CH3:48])[CH3:49].[OH2:1].[OH2:2].[OH2:3]>>[CH2:22]([c:23]1[cH:24][cH:25][cH:26][cH:27][cH:28]1)[O:29][CH2:30][C:31]([CH2:32][O:33][CH2:34][c:35]1[cH:36][cH:37][cH:38][cH:39][cH:40]1)([OH:41])[C:43]([F:42])([F:44])[F:45]. The reactants are CN(C)C=O, N#Cc1ccc(C(F)(F)F)nc1Cl, [H-], [Na+], O, CCC(O)CCN(C)C(=O)OC(C)(C)C. Product: CCC(CCN(C)C(=O)OC(C)(C)C)Oc1nc(C(F)(F)F)ccc1C#N. Reaction SMILES: [CH3:32][N:33]([CH3:34])[CH:35]=[O:36].[Cl:1][c:2]1[c:3]([C:4]#[N:5])[cH:6][cH:7][c:8]([C:10]([F:11])([F:12])[F:13])[n:9]1.[H-:29].[Na+:30].[OH2:31].[OH:14][CH:15]([CH2:16][CH2:17][N:18]([C:19]([O:20][C:21]([CH3:22])([CH3:23])[CH3:24])=[O:25])[CH3:26])[CH2:27][CH3:28]>>[c:2]1([O:14][CH:15]([CH2:16][CH2:17][N:18]([C:19]([O:20][C:21]([CH3:22])([CH3:23])[CH3:24])=[O:25])[CH3:26])[CH2:27][CH3:28])[c:3]([C:4]#[N:5])[cH:6][cH:7][c:8]([C:10]([F:11])([F:12])[F:13])[n:9]1. Starting materials: C(C)OC(=O)CC(=O)N=C=O (Ethoxycarbonylacetyl isocyanate), C(#N)C1NC1 (2-cyanoaziridine). Run in C1(=CC=CC=C1)C (toluene), C1(=CC=CC=C1)C (toluene). Run at time 5 minute. Product: C(C)OC(=O)CC(=O)NC(=O)N1C(C1)C#N (1-(N-Ethoxycarbonylacetyl-carbamoyl)-2-cyanoaziridine). RXN SMILES: [CH2:1]([O:3][C:4]([CH2:6][C:7]([N:9]=[C:10]=[O:11])=[O:8])=[O:5])[CH3:2].[C:12]([CH:14]1[CH2:16][NH:15]1)#[N:13]>C1(C)C=CC=CC=1>[CH2:1]([O:3][C:4]([CH2:6][C:7]([NH:9][C:10]([N:15]1[CH2:16][CH:14]1[C:12]#[N:13])=[O:11])=[O:8])=[O:5])[CH3:2]. Reported procedure: 4 g. Ethoxycarbonylacetyl isocyanate are dissolved in 40 ml. toluene and mixed, while stirring, at 20°-30° C. with a solution of 1.73 g. 2-cyanoaziridine in 20 ml. toluene. After about 5 minutes, an oily deposit separates out which, after trituration, gradually solidifies. The suspension thus obtained is further stirred for 1 hour at ambient temperature, then filtered off with suction and washed with toluene and the solid product triturated with anhydrous diethyl ether. There are thus obtained 3... Reactants: C(C)(C)(C)OC(=O)N1[C@@H](CC(C1)=NOC)C(=O)O ((2S,4EZ)-1-(tert-butoxycarbonyl)-4-(methoxyimino)-2-pyrrolidinecarboxylic acid), N1=CC(=CC=C1)C1=CC=C(C(=O)O)C=C1 (4-(3-pyridinyl)benzoic acid), C1(=CC=CC=C1)C1(CCNCC1)O (4-phenyl-4-piperidinol). Product: CON=C1CN([C@@H](C1)C(=O)N1CCC(CC1)(C1=CC=CC=C1)O)C(C1=CC=C(C=C1)C=1C=NC=CC1)=O ((3EZ,5S)-5-[(4-hydroxy-4-phenyl-1-piperidinyl)carbonyl]-1-[4-(3-pyridinyl)benzoyl]-3-pyrrolidinone O-methyloxime). Reaction SMILES: C(O[C:6]([N:8]1[CH2:12][C:11](=[N:13][O:14][CH3:15])[CH2:10][C@H:9]1[C:16]([OH:18])=O)=[O:7])(C)(C)C.[N:19]1[CH:24]=[CH:23][CH:22]=[C:21]([C:25]2[CH:33]=[CH:32][C:28](C(O)=O)=[CH:27][CH:26]=2)[CH:20]=1.[C:34]1([C:40]2([OH:46])[CH2:45][CH2:44][NH:43][CH2:42][CH2:41]2)[CH:39]=[CH:38][CH:37]=[CH:36][CH:35]=1>>[CH3:15][O:14][N:13]=[C:11]1[CH2:10][C@@H:9]([C:16]([N:43]2[CH2:44][CH2:45][C:40]([OH:46])([C:34]3[CH:35]=[CH:36][CH:37]=[CH:38][CH:39]=3)[CH2:41][CH2:42]2)=[O:18])[N:8]([C:6](=[O:7])[C:28]2[CH:27]=[CH:26][C:25]([C:21]3[CH:20]=[N:19][CH:24]=[CH:23][CH:22]=3)=[CH:33][CH:32]=2)[CH2:12]1. Procedure details: Following the general method as outlined in Example 22, starting from (2S,4EZ)-1-(tert-butoxycarbonyl)-4-(methoxyimino)-2-pyrrolidinecarboxylic acid, 4-(3-pyridinyl)benzoic acid, and 4-phenyl-4-piperidinol, the title compound was obtained in 79% purity by HPLC. MS(ESI+): m/z=499. The reactants are 145, C(=O)C=O (glyoxal), C=O (formaldehyde), 93.1, NC1=CC=CC=C1 (aniline), N (ammonia). Solvent: C(CC)O (propanol), C(CC)O (propanol). Reaction conditions: time 30 minute. The product is C1(=CC=CC=C1)N1C=NC=C1 (N-phenylimidazole). Yield: 70.0%. RXN SMILES: [NH2:1][C:2]1[CH:7]=[CH:6][CH:5]=[CH:4][CH:3]=1.[NH3:8].[CH:9]([CH:11]=O)=O.[CH2:13]=O>C(O)CC>[C:2]1([N:1]2[CH:11]=[CH:9][N:8]=[CH:13]2)[CH:7]=[CH:6][CH:5]=[CH:4][CH:3]=1. Procedure: A mixture of 93.1 parts of aniline and 68 parts of 25% strength aqueous ammonia in 100 parts of propanol, and a mixture of 145 parts of 40% strength aqueous glyoxal solution and 75 parts of 40% strength aqueous formaldehyde solution are simultaneously stirred into 200 parts of propanol in the course of 30 minutes, at 80° C. The mixture is thenkept at 80° C. for a further 30 minutes. Thereafter the solvent is stripped off under reduced pressure and the residue is subjected to fractional distillat... Starting materials: O (water), OC1=CC=C(C=C1)CC(=O)OC (Methyl 4-hydroxyphenylacetate), [N+](=O)(O)[O-] (nitric acid), resultant solution. The solvent is C(C)(=O)O (acetic acid). The product is OC1=C(C=C(C=C1)CC(=O)OC)[N+](=O)[O-] (methyl 4-hydroxy-3-nitrophenylacetate). RXN SMILES: [OH:1][C:2]1[CH:7]=[CH:6][C:5]([CH2:8][C:9]([O:11][CH3:12])=[O:10])=[CH:4][CH:3]=1.[N+:13]([O-])([OH:15])=[O:14].O>C(O)(=O)C>[OH:1][C:2]1[CH:3]=[CH:4][C:5]([CH2:8][C:9]([O:11][CH3:12])=[O:10])=[CH:6][C:7]=1[N+:13]([O-:15])=[O:14]. Reported procedure: Methyl 4-hydroxyphenylacetate (49.8 g, 0.3 mol) was dissolved in glacial acetic acid (500 ml) and the resultant solution was cooled to below 15° C. Concentrated nitric acid (40 ml) was added slowly and the reaction mixture was sired until completion and then poured onto a mixture of ice and water. The precipitated solid was filtered, washed with ice cold water and dried to give methyl 4-hydroxy-3-nitrophenylacetate (51.2 g) as a yellow solid.